This data is from the Open Reaction Database (ORD), a public repository of structured organic reaction records. The task is: describe an organic reaction: reactants, conditions, products, and yield Yields the product C(CCCCCCC)N1CC(C2=C(C=C(C(=C12)NC(C(C)(C)C)=O)C)C)CCC(=O)OC (N-[(1-Octyl-3-(2-methoxycarbonylethyl)-4,6-dimethylindolin-7-yl)]-2,2-dimethylpropanamide). Reported procedure: N-[3-(2-Methoxycarbonylethyl)-4,6-dimethylindolin-7-yl]-2,2-dimethylpropanamide (1.0 g) was dissolved in DMF (10 ml) and 1-iodooctane (1.44 g) and K2CO3 (830 mg) were added, which was followed by stirring at 40° C. for 10 hr. AcOEt (100 ml) was added, and after washing with water, the mixture was dried over anhydrous sodium sulfate. AcOEt was evaporated under reduced pressure. The residue was purified by silica gel column chromatography (eluent: benzene/AcOEt=20/1-5/1) to give 1.1 g of the title... Reactants: CCOC(=O)C (AcOEt), ICCCCCCCC (1-iodooctane), C(=O)([O-])[O-].[K+].[K+] (K2CO3), COC(=O)CCC1CNC2=C(C(=CC(=C12)C)C)NC(C(C)(C)C)=O (N-[3-(2-Methoxycarbonylethyl)-4,6-dimethylindolin-7-yl]-2,2-dimethylpropanamide). The yield is 82.2%. RXN SMILES: [CH3:1][O:2][C:3]([CH2:5][CH2:6][CH:7]1[C:15]2[C:10](=[C:11]([NH:18][C:19](=[O:24])[C:20]([CH3:23])([CH3:22])[CH3:21])[C:12]([CH3:17])=[CH:13][C:14]=2[CH3:16])[NH:9][CH2:8]1)=[O:4].I[CH2:26][CH2:27][CH2:28][CH2:29][CH2:30][CH2:31][CH2:32][CH3:33].C([O-])([O-])=O.[K+].[K+].CCOC(C)=O>CN(C=O)C>[CH2:26]([N:9]1[C:10]2[C:15](=[C:14]([CH3:16])[CH:13]=[C:12]([CH3:17])[C:11]=2[NH:18][C:19](=[O:24])[C:20]([CH3:21])([CH3:23])[CH3:22])[CH:7]([CH2:6][CH2:5][C:3]([O:2][CH3:1])=[O:4])[CH2:8]1)[CH2:27][CH2:28][CH2:29][CH2:30][CH2:31][CH2:32][CH3:33] |f:2.3.4|. The solvent is CN(C)C=O (DMF). Conditions: temperature 40 celsius, time 10 hour.